This data is from the Open Reaction Database (ORD), a public repository of structured organic reaction records. The task is: describe an organic reaction: reactants, conditions, products, and yield Reactants: CCOC(=O)C(C#N)CC(C#N)C(=O)OCC, [Na+], [OH-], O. The product is C=C(C#N)C(=O)OCC. As a reaction SMILES: [CH2:1]([CH3:2])[O:3][C:4]([CH:5]([CH2:6][CH:7]([C:8]#[N:9])[C:10]([O:11][CH2:12][CH3:13])=[O:14])[C:15]#[N:16])=[O:17].[Na+:19].[OH-:18].[OH2:20]>>[CH2:1]([CH3:2])[O:3][C:4]([C:5](=[CH2:6])[C:15]#[N:16])=[O:17].